From a dataset of the Open Reaction Database (ORD), a public repository of structured organic reaction records. describe an organic reaction: reactants, conditions, products, and yield Product: CC(C)(C)OC(=O)CC(O)CC(O)CC#N. Reactants: [BH4-], CC(C)(C)OC(=O)CC(=O)CC(O)CC#N, C1CCOC1, CO, [Na+]. Reaction SMILES: [BH4-:19].[C:1](#[N:2])[CH2:3][CH:4]([CH2:5][C:6]([CH2:7][C:8](=[O:9])[O:10][C:11]([CH3:12])([CH3:13])[CH3:14])=[O:15])[OH:16].[CH2:21]1[O:22][CH2:23][CH2:24][CH2:25]1.[CH3:17][OH:18].[Na+:20]>>[C:1](#[N:2])[CH2:3][CH:4]([CH2:5][CH:6]([CH2:7][C:8](=[O:9])[O:10][C:11]([CH3:12])([CH3:13])[CH3:14])[OH:15])[OH:16]. The solvent is C1=CC=CC=C1.C(Cl)Cl (benzene methylene chloride). Starting materials: C1=C(C=CC=2OC3=CC=C(C=C3CC12)C(=O)O)C(=O)O (xanthene-2,7-dicarboxylic acid), S(=O)(Cl)Cl (thionyl chloride), diacid chloride, C(CCC)N(CCCO)CCCC (3-di-n-butylamino-1-propanol). The yield is 31.5%. The reagents and catalysts are N1=CC=CC=C1 (pyridine). Reaction SMILES: [CH:1]1[C:14]2[CH2:13][C:12]3[C:7](=[CH:8][CH:9]=[C:10]([C:15]([OH:17])=[O:16])[CH:11]=3)[O:6][C:5]=2[CH:4]=[CH:3][C:2]=1[C:18]([OH:20])=[O:19].S(Cl)([Cl:23])=O.[CH2:25]([N:29]([CH2:34][CH2:35][CH2:36][CH3:37])[CH2:30][CH2:31][CH2:32]O)[CH2:26][CH2:27][CH3:28]>N1C=CC=CC=1.C1C=CC=CC=1.C(Cl)Cl>[ClH:23].[ClH:23].[CH2:25]([N:29]([CH2:34][CH2:35][CH2:36][CH3:37])[CH2:30][CH2:31][CH2:32][O:16][C:15]([C:10]1[CH:9]=[CH:8][C:7]2[O:6][C:5]3[C:14](=[CH:1][C:2]([C:18]([O:20][CH2:32][CH2:31][CH2:30][N:29]([CH2:34][CH2:35][CH2:36][CH3:37])[CH2:25][CH2:26][CH2:27][CH3:28])=[O:19])=[CH:3][CH:4]=3)[CH2:13][C:12]=2[CH:11]=1)=[O:17])[CH2:26][CH2:27][CH3:28] |f:4.5,6.7.8|. Reaction conditions: time 2 day. Procedure details: To 17.4 g (0.06 mole) of xanthene-2,7-dicarboxylic acid was added 100 ml (1.4 moles) of thionyl chloride and 4 drops of pyridine. The resulting solution was refluxed for four hours and solvent and excess thionyl chloride were removed. The intermediate diacid chloride in benzene-methylene chloride was reacted with 24 g (0.13 mole) of 3-di-n-butylamino-1-propanol by refluxing for three hours. Most of the solvent was removed and the residue allowed to stand for two days. The residue was diluted wit... Yields the product Cl.Cl.C(CCC)N(CCCOC(=O)C1=CC=2CC3=CC(=CC=C3OC2C=C1)C(=O)OCCCN(CCCC)CCCC)CCCC (bis(3-di-n-butylaminopropyl)xanthene-2,7-dicarboxylate dihydrochloride). Starting materials: CN1CCC(CC1)C1=CNC2=CC=C(C=C12)B(O)O (3-(1-methylpiperidin-4-yl)-1H-indole-5-boronic acid), BrC1=CC=C(C=C1)C(C)=O (1-bromo-4-acetylbenzene), C([O-])([O-])=O.[Na+].[Na+] (sodium carbonate). The reagents and catalysts are C1=CC=C(C=C1)P(C2=CC=CC=C2)C3=CC=CC=C3.C1=CC=C(C=C1)P(C2=CC=CC=C2)C3=CC=CC=C3.C1=CC=C(C=C1)P(C2=CC=CC=C2)C3=CC=CC=C3.C1=CC=C(C=C1)P(C2=CC=CC=C2)C3=CC=CC=C3.[Pd] (tetrakis(triphenylphosphine)palladium(O)). The solvent is O1CCCC1.CO (tetrahydrofuran methanol). Product: C(C)(=O)C1=CC=C(C=C1)C=1C=C2C(=CNC2=CC1)C1CCN(CC1)C (5-(4-Acetylphenyl)-3-(1-Methylpiperidin-4-yl)-1H-Indole). The yield is 69.5%. RXN SMILES: [CH3:1][N:2]1[CH2:7][CH2:6][CH:5]([C:8]2[C:16]3[C:11](=[CH:12][CH:13]=[C:14](B(O)O)[CH:15]=3)[NH:10][CH:9]=2)[CH2:4][CH2:3]1.Br[C:21]1[CH:26]=[CH:25][C:24]([C:27](=[O:29])[CH3:28])=[CH:23][CH:22]=1.C(=O)([O-])[O-].[Na+].[Na+]>O1CCCC1.CO.C1C=CC(P(C2C=CC=CC=2)C2C=CC=CC=2)=CC=1.C1C=CC(P(C2C=CC=CC=2)C2C=CC=CC=2)=CC=1.C1C=CC(P(C2C=CC=CC=2)C2C=CC=CC=2)=CC=1.C1C=CC(P(C2C=CC=CC=2)C2C=CC=CC=2)=CC=1.[Pd]>[C:27]([C:24]1[CH:25]=[CH:26][C:21]([C:14]2[CH:15]=[C:16]3[C:11](=[CH:12][CH:13]=2)[NH:10][CH:9]=[C:8]3[CH:5]2[CH2:6][CH2:7][N:2]([CH3:1])[CH2:3][CH2:4]2)=[CH:22][CH:23]=1)(=[O:29])[CH3:28] |f:2.3.4,5.6,7.8.9.10.11|. Reported procedure: The title compound was prepared by the procedure of Example 10, beginning with 3-(1-methylpiperidin-4-yl)-1H-indole-5-boronic acid (0.200 g, 0.77 mmol), 1-bromo-4-acetylbenzene (0.147 g, 0.74 mmol), tetrakis(triphenylphosphine)palladium(O) (0.045 g, 0.039 mmol), and 2M aqueous sodium carbonate solution (2 mL) in 15 mL of tetrahydrofuran:methanol (1:1) to give the title compound (0.171 g, 70%) as an amorphous solid. FDMS m/e=348 (M+). EA calculated for C22H24N2O.¼ H2O: C, 78.19; H, 7.31; N, 8.29.... Starting materials: C1(CCCCC1)C(OC1=CC=C(CBr)C=C1)C1CCCCC1 (4-(dicyclohexylmethoxy)benzyl bromide), NC1=CC=NC=C1 (4-aminopyridine). Solvent: C(C)#N (acetonitrile). Product: [Br-].NC1=CC=[N+](C=C1)CC1=CC=C(C=C1)OC(C1CCCCC1)C1CCCCC1 (4-amino-1-[4-(dicyclohexylmethoxy)benzyl]pyridinium bromide). Reaction SMILES: [CH:1]1([CH:7]([CH:17]2[CH2:22][CH2:21][CH2:20][CH2:19][CH2:18]2)[O:8][C:9]2[CH:16]=[CH:15][C:12]([CH2:13][Br:14])=[CH:11][CH:10]=2)[CH2:6][CH2:5][CH2:4][CH2:3][CH2:2]1.[NH2:23][C:24]1[CH:29]=[CH:28][N:27]=[CH:26][CH:25]=1>C(#N)C>[Br-:14].[NH2:23][C:24]1[CH:29]=[CH:28][N+:27]([CH2:13][C:12]2[CH:15]=[CH:16][C:9]([O:8][CH:7]([CH:17]3[CH2:22][CH2:21][CH2:20][CH2:19][CH2:18]3)[CH:1]3[CH2:6][CH2:5][CH2:4][CH2:3][CH2:2]3)=[CH:10][CH:11]=2)=[CH:26][CH:25]=1 |f:3.4|. Procedure details: 8-5 (183 mg, 0.5 mmol) and 4-aminopyridine 8-6 (47 mg, 0.5 mmol) were reacted in acetonitrile (4 ml) as in Example 1. Recovered white solid 8-7. mp: 248°-249° C. Starting materials: C(Cl)Cl.CO (CH2Cl2 MeOH), acid chloride, CS(=O)(=O)C=1C=C(C(=O)NC(=N)N)C=CC1C(C)C (3-methylsulfonyl-4-i-propylbenzoylguanidine), C(=O)([O-])[O-].[K+].[K+] (K2CO3). Run in CN(C)C=O (DMF). Reaction conditions: time 4 hour. Product: CS(=O)(=O)C=1C=C(C(=O)NC(NC(C2=CC(=C(C=C2)C(C)C)S(=O)(=O)C)=O)=N)C=CC1C(C)C (Bis(3-methylsulfonyl-4-i-propylbenzoyl)guanidine). As a reaction SMILES: [CH3:1][S:2]([C:5]1[CH:6]=[C:7]([CH:14]=[CH:15][C:16]=1[CH:17]([CH3:19])[CH3:18])[C:8]([NH:10][C:11]([NH2:13])=[NH:12])=[O:9])(=[O:4])=[O:3].[C:20]([O-:23])([O-])=O.[K+].[K+].C(Cl)Cl.CO>CN(C=O)C>[CH3:1][S:2]([C:5]1[CH:6]=[C:7]([CH:14]=[CH:15][C:16]=1[CH:17]([CH3:19])[CH3:18])[C:8]([NH:10][C:11](=[NH:13])[NH:12][C:20](=[O:23])[C:7]1[CH:14]=[CH:15][C:16]([CH:17]([CH3:18])[CH3:19])=[C:5]([S:2]([CH3:1])(=[O:3])=[O:4])[CH:6]=1)=[O:9])(=[O:3])=[O:4] |f:1.2.3,4.5|. Procedure: The acid chloride 1 a) and 3.9 g of 3-methylsulfonyl-4-i-propylbenzoylguanidine are dissolved in 50 ml of DMF, and 3.4 g of K2CO3 are then added. The mixture is stirred at RT for 4 h and then left to stand overnight. The solution is subsequently concentrated and the residue stirred up in 200 ml of water. The solid is filtered off and washed with 100 ml of water. This solid is then dissolved in 100 ml of EA and washed 1× with 10 ml of 1N HCl and then 1× with 50 ml of NaCl solution. Drying takes p...